From a dataset of the Open Reaction Database (ORD), a public repository of structured organic reaction records. describe an organic reaction: reactants, conditions, products, and yield Starting materials: BrB(Br)Br, COc1ccc(F)c2c1CC(N(C(C)C)C1CCC1)CO2, ClC(Cl)Cl, ClCCl, Cl. The product is CC(C)N(C1CCC1)C1COc2c(F)ccc(O)c2C1. As a reaction SMILES: [B:23]([Br:24])([Br:25])[Br:26].[CH:2]1([N:6]([CH:7]([CH3:8])[CH3:9])[CH:10]2[CH2:11][O:12][c:13]3[c:14]([c:16]([O:21][CH3:22])[cH:17][cH:18][c:19]3[F:20])[CH2:15]2)[CH2:3][CH2:4][CH2:5]1.[Cl:27][CH:28]([Cl:29])[Cl:30].[Cl:31][CH2:32][Cl:33].[ClH:1]>>[CH:2]1([N:6]([CH:7]([CH3:8])[CH3:9])[CH:10]2[CH2:11][O:12][c:13]3[c:14]([c:16]([OH:21])[cH:17][cH:18][c:19]3[F:20])[CH2:15]2)[CH2:3][CH2:4][CH2:5]1. Starting materials: COC=1C(=CC2=C(C=CC(O2)(C)C)C1)[N+](=O)[O-] (6-methoxy-2,2-dimethyl-7-nitro-2H-1-benzopyran), CN1C=NC=C1 (N-methyl imidazole), I(=O)C1=CC=CC=C1 (iodosobenzene), S(=S)(=O)([O-])[O-].[Na+].[Na+] (sodium thiosulfate). The solvent is C(C)#N (acetonitrile). Reaction conditions: time 2 hour. Yields the product O1[C@H]2C(OC3=C([C@H]21)C=C(C(=C3)[N+](=O)[O-])OC)(C)C ((3R*,4R*)-3,4-Epoxy-6-methoxy-2,2-dimethyl-7-nitro-3,4-dihydro-2H-1-benzopyran). Isolated yield 75.0%. Reaction SMILES: [CH3:1][O:2][C:3]1[C:4]([N+:15]([O-:17])=[O:16])=[CH:5][C:6]2[O:11][C:10]([CH3:13])([CH3:12])[CH:9]=[CH:8][C:7]=2[CH:14]=1.CN1C=CN=C1.I(C1C=CC=CC=1)=[O:25].S([O-])([O-])(=O)=S.[Na+].[Na+]>C(#N)C>[O:25]1[C@H:8]2[C@@H:9]1[C:10]([CH3:13])([CH3:12])[O:11][C:6]1[CH:5]=[C:4]([N+:15]([O-:17])=[O:16])[C:3]([O:2][CH3:1])=[CH:14][C:7]=12 |f:3.4.5|. Procedure details: To a solution (300 mL) of acetonitrile containing 6-methoxy-2,2-dimethyl-7-nitro-2H-1-benzopyran (10.0 g, 42.5 mmol), N-methyl imidazole (0.678 mL, 8.50 mmol), (R,R,S,S)-Ph,Ph salen manganese complex (XY) (880 mg, 0.850 mmol) and iodosobenzene (18.7 mg, 85.0 mmol) were added at room temperature and the mixture was stirred for 2 hours. Upon the completion of the reaction, an aqueous solution of sodium thiosulfate was added to the reaction solution, the resulting solution was filtered through celi... Reactants: [Na].C(O)([O-])=O (sodium hydrogen carbonate), O.C1(=CC=C(C=C1)S(=O)(=O)O)C (p-toluenesulfonic acid monohydrate), O.C1(=CC=C(C=C1)S(=O)(=O)O)C (p-toluenesulfonic acid monohydrate), C(CO)O (ethylene glycol), SC(CC(=O)O)C (3-mercaptobutanoic acid), O.C1(=CC=C(C=C1)S(=O)(=O)O)C (p-toluenesulfonic acid monohydrate). Solvent: C1(=CC=CC=C1)C (toluene). Run at temperature 140 celsius, time 1 hour. The product is SC(CC(=O)OCCOC(CC(C)S)=O)C (Ethylene Glycol bis(3-mercaptobutyrate)). Reaction SMILES: [CH2:1]([OH:4])[CH2:2][OH:3].[SH:5][CH:6]([CH3:11])[CH2:7][C:8]([OH:10])=O.O.C1(C)C=[CH:17][C:16]([S:19](O)(=O)=O)=[CH:15][CH:14]=1.[Na].C(=O)([O-])[OH:26]>C1(C)C=CC=CC=1>[SH:19][CH:16]([CH3:17])[CH2:15][C:14]([O:3][CH2:2][CH2:1][O:4][C:8](=[O:10])[CH2:7][CH:6]([SH:5])[CH3:11])=[O:26] |f:2.3,4.5,^1:23|. Procedure details: In a 200-ml eggplant-shaped flask were charged 3.72 g (60 mmol) of ethylene glycol (manufactured by Wako Pure Chemical Industry Co., Ltd.), 15.86 g (132 mmol) of 3-mercaptobutanoic acid (manufactured by Yodo Chemical Co., Ltd.), 0.92 g (4.8 mmol) of p-toluenesulfonic acid monohydrate (manufactured by Junsei Chemicals Co., Ltd.), and 60 g of toluene (manufactured by Junsei Chemicals Co., Ltd.), and a Dean-Stark apparatus and a condenser tube were equipped thereto. While the contents being stirred... Yields the product N#Cc1ccc2c(c1)C1CCCNC1CC2. RXN SMILES: [CH2:5]1[CH2:6][CH2:7][NH:8][CH:9]2[CH2:10][CH2:11][c:12]3[c:13]([cH:15][c:16]([NH2:19])[cH:17][cH:18]3)[CH:14]12.[Cu:27][C:28]#[N:29].[N:1]([O-:2])=[O:3].[NH2:20][C:21](=[O:22])[NH2:23].[Na+:4].[Na:24][C:25]#[N:26].[OH2:30].[S:31](=[O:32])(=[O:33])([OH:34])[OH:35]>>[CH2:5]1[CH2:6][CH2:7][NH:8][CH:9]2[CH2:10][CH2:11][c:12]3[c:13]([cH:15][c:16]([C:21]#[N:20])[cH:17][cH:18]3)[CH:14]12. The reactants are Nc1ccc2c(c1)C1CCCNC1CC2, N#C[Cu], O=N[O-], NC(N)=O, [Na+], N#C[Na], O, O=S(=O)(O)O. Starting materials: C(C)OC(C(CC1=C(C=C(C=C1)C#N)[N+](=O)[O-])=O)=O (3-(4-cyano-2-nitrophenyl)-2-oxopropionic acid ethyl ester), [H][H] (hydrogen). Solvent: CCO (EtOH). Product: C(C)OC(=O)C=1NC2=CC(=CC=C2C1)C#N (6-Cyano-1H-indole-2-carboxylic acid ethyl ester). Yield: 65.3%. As a reaction SMILES: [CH2:1]([O:3][C:4](=[O:19])[C:5](=O)[CH2:6][C:7]1[CH:12]=[CH:11][C:10]([C:13]#[N:14])=[CH:9][C:8]=1[N+:15]([O-])=O)[CH3:2].[H][H]>CCO>[CH2:1]([O:3][C:4]([C:5]1[NH:15][C:8]2[C:7]([CH:6]=1)=[CH:12][CH:11]=[C:10]([C:13]#[N:14])[CH:9]=2)=[O:19])[CH3:2]. Reported procedure: Add to 1.5 g of 3-(4-cyano-2-nitrophenyl)-2-oxopropionic acid ethyl ester, in EtOH (40 mL) 10% Pd/C (0.45 g) and stir under a hydrogen atmosphere until the theoretical amount of hydrogen is absorbed. Filter the mixture and concentrate the filtrate to afford 1.1 g of crude product. Purify by chromatography on SiO2 and elute with CH2Cl2. Concentrate the desired fractions and vacuum dry the residue over night (40° C.) to afford the title compound (0.8 g) as white crystals, mp 176° C. Reactants: C(C)OC(C1=C(N=CC=C1C)C1=CC=CC=C1)=O (ethyl-4-methyl-2-phenylnicotinate), [OH-].[K+] (KOH). The product is CC1=CC=NC(=C1C(=O)O)C1=CC=CC=C1 (4-methyl-2-phenylnicotinic acid). Isolated yield 67.9%. Reaction SMILES: C([O:3][C:4](=[O:18])[C:5]1[C:10]([CH3:11])=[CH:9][CH:8]=[N:7][C:6]=1[C:12]1[CH:17]=[CH:16][CH:15]=[CH:14][CH:13]=1)C.[OH-].[K+]>>[CH3:11][C:10]1[C:5]([C:4]([OH:18])=[O:3])=[C:6]([C:12]2[CH:17]=[CH:16][CH:15]=[CH:14][CH:13]=2)[N:7]=[CH:8][CH:9]=1 |f:1.2|. Procedure: To a stirred, cooled (0°) solution of ethyl benzoylacetate (200 g) and concentrated ammonia in ethanol (1 L) was added crotonaldehyde (110 g) at a rate 2.5 ml/min while the temperature was kept below 10° . The mixture was warmed to room temperature overnight and concentrated in vacuo to give a yellow oily residue (260 g). The residue was treated with a mixture of con H2SO4 (100 ml), con HNO3 (130 ml) and water (580 ml) and the mixture cautiously heated on a steam bath until the evolution of NO2 ...